describe an organic reaction: reactants, conditions, products, and yield From a dataset of the Open Reaction Database (ORD), a public repository of structured organic reaction records. Starting materials: BrC1=CC(=C(C=C1F)NC1=NC(=NC=C1C(F)(F)F)NC1=C(C=C(CP(OCC)(OCC)=O)C=C1)OC)C(NC)=O (diethyl (4-{[4-{[4-bromo-5-fluoro-2-(methylcarbamoyl)phenyl]amino}-5-(trifluoromethyl)pyrimidin-2-yl]amino}-3-methoxybenzyl)phosphonate), BrC1=CC(=C(C=C1F)NC1=NC(=NC=C1C(F)(F)F)NC1=C(C=C(CP(OCC)(OCC)=O)C=C1)OC)C(NC)=O (diethyl (4-{[4-{[4-bromo-5-fluoro-2-(methylcarbamoyl)phenyl]amino}-5-(trifluoromethyl)pyrimidin-2-yl]amino}-3-methoxybenzyl)phosphonate), CC1(OB(OC1(C)C)C=1C=NN(C1)CCCO)C (3-[4-(4,4,5,5-tetramethyl-1,3,2-dioxaborolan-2-yl)-1H-pyrazol-1-yl]propan-1-ol), Compound, ClCCl (dichloromethane), C([O-])([O-])=O.[K+].[K+] (potassium carbonate). The reagents and catalysts are C1=CC=C(C=C1)P(C2=CC=CC=C2)[C]3[CH][CH][CH][CH]3.C1=CC=C(C=C1)P(C2=CC=CC=C2)[C]3[CH][CH][CH][CH]3.Cl[Pd]Cl.[Fe] ([1,1-Bis(diphenylphosphino)ferrocene]dichloropalladium(II)). The solvent is O1CCOCC1 (1,4-Dioxane), O (H2O). Product: FC=1C(=CC(=C(C1)NC1=NC(=NC=C1C(F)(F)F)NC1=C(C=C(CP(OCC)(OCC)=O)C=C1)OC)C(NC)=O)C=1C=NN(C1)CCCO (Diethyl (4-{[4-({5-fluoro-4-[1-(3-hydroxypropyl)-1H-pyrazol-4-yl]-2-(methylcarbamoyl)phenyl}amino)-5-(trifluoromethyl)pyrimidin-2-yl]amino}-3-methoxybenzyl)phosphonate), yellow solid. The yield is 81.0%. As a reaction SMILES: Br[C:2]1[C:7]([F:8])=[CH:6][C:5]([NH:9][C:10]2[C:15]([C:16]([F:19])([F:18])[F:17])=[CH:14][N:13]=[C:12]([NH:20][C:21]3[CH:35]=[CH:34][C:24]([CH2:25][P:26](=[O:33])([O:30][CH2:31][CH3:32])[O:27][CH2:28][CH3:29])=[CH:23][C:22]=3[O:36][CH3:37])[N:11]=2)=[C:4]([C:38](=[O:41])[NH:39][CH3:40])[CH:3]=1.CC1(C)C(C)(C)OB([C:50]2[CH:51]=[N:52][N:53]([CH2:55][CH2:56][CH2:57][OH:58])[CH:54]=2)O1.ClCCl.C(=O)([O-])[O-].[K+].[K+]>O1CCOCC1.O.C1C=CC(P([C]2[CH][CH][CH][CH]2)C2C=CC=CC=2)=CC=1.C1C=CC(P([C]2[CH][CH][CH][CH]2)C2C=CC=CC=2)=CC=1.Cl[Pd]Cl.[Fe]>[F:8][C:7]1[C:2]([C:50]2[CH:51]=[N:52][N:53]([CH2:55][CH2:56][CH2:57][OH:58])[CH:54]=2)=[CH:3][C:4]([C:38](=[O:41])[NH:39][CH3:40])=[C:5]([NH:9][C:10]2[C:15]([C:16]([F:17])([F:19])[F:18])=[CH:14][N:13]=[C:12]([NH:20][C:21]3[CH:35]=[CH:34][C:24]([CH2:25][P:26](=[O:33])([O:27][CH2:28][CH3:29])[O:30][CH2:31][CH3:32])=[CH:23][C:22]=3[O:36][CH3:37])[N:11]=2)[CH:6]=1 |f:3.4.5,8.9.10.11,^1:80,81,82,83,84,98,99,100,101,102|. Procedure: A suspension of diethyl (4-{[4-{[4-bromo-5-fluoro-2-(methylcarbamoyl)phenyl]amino}-5-(trifluoromethyl)pyrimidin-2-yl]amino}-3-methoxybenzyl)phosphonate (Compound 7C, 400 mg, 0.60 mmol), 3-[4-(4,4,5,5-tetramethyl-1,3,2-dioxaborolan-2-yl)-1H-pyrazol-1-yl]propan-1-ol (Compound 3E 258 mg, 1.02 mmol), [1,1-Bis(diphenylphosphino)ferrocene]dichloropalladium(II), complex with dichloromethane (1:1) (49.17 mg, 0.06 mmol), and potassium carbonate (252 mg, 1.82 mmol) in 1,4-Dioxane (2 mL) and H2O (0.5 mL) w... Reactants: CC=1C(=C(SC1C)C(=O)OC)OC (Methyl 4,5-dimethyl-3-methoxythiophene-2-carboxylate), Cl (hydrochloric acid). Run in [OH-].[Na+] (sodium hydroxide). Yields the product COC1=C(SC(=C1C)C)C(=O)O (3-Methoxy-4,5-dimethylthiophene-2-carboxylic acid). RXN SMILES: [CH3:1][C:2]1[C:3]([O:12][CH3:13])=[C:4]([C:8]([O:10]C)=[O:9])[S:5][C:6]=1[CH3:7].Cl>[OH-].[Na+]>[CH3:13][O:12][C:3]1[C:2]([CH3:1])=[C:6]([CH3:7])[S:5][C:4]=1[C:8]([OH:10])=[O:9] |f:2.3|. Procedure: Methyl 4,5-dimethyl-3-methoxythiophene-2-carboxylate (34 g) was heated under reflux in 1M sodium hydroxide solution (500 ml) for 1 hour. After cooling the mixture was acidified with concentrated hydrochloric acid to pH4. The solid was filtered, washed with water and dried, m.p. 142°-143° C. The reactants are C(C(=O)Cl)(=O)Cl (oxalyl chloride), COC(=O)C=1NC(=CC1)C1=CC=CC2=CC=CC=C12 (5-Naphthalen-1-yl-1H-pyrrole-2-carboxylic acid methyl ester), C(CC(O)(C(=O)O)CC(=O)O)(=O)O (citric acid), O.[OH-].[Li+] (lithium hydroxide hydrate). The reagents and catalysts are CN(C)C=O (DMF). Run in O1CCOCC1.O (dioxane water). The product is C1(=CC=CC2=CC=CC=C12)C1=CC=C(N1)C(=O)Cl (5-naphthalen-1-yl-1H-pyrrole-2-carboxylic acid chloride). Reaction SMILES: C[O:2][C:3]([C:5]1[NH:6][C:7]([C:10]2[C:19]3[C:14](=[CH:15][CH:16]=[CH:17][CH:18]=3)[CH:13]=[CH:12][CH:11]=2)=[CH:8][CH:9]=1)=O.O.[OH-].[Li+].C(O)(=O)CC(CC(O)=O)(C(O)=O)O.C(Cl)(=O)C([Cl:39])=O>O1CCOCC1.O.CN(C=O)C>[C:10]1([C:7]2[NH:6][C:5]([C:3]([Cl:39])=[O:2])=[CH:9][CH:8]=2)[C:19]2[C:14](=[CH:15][CH:16]=[CH:17][CH:18]=2)[CH:13]=[CH:12][CH:11]=1 |f:1.2.3,6.7|. Reported procedure: 5-Naphthalen-1-yl-1H-pyrrole-2-carboxylic acid methyl ester was diluted with 1:1 dioxane-water (30 ml), and treated with lithium hydroxide hydrate (24.4 mmol, 1.02 g), then heated to reflux for 15 min. The solution was acidified with 20% aqueous citric acid (30 ml), then extracted with ethyl acetate (75 ml). The organics were washed with brine (2×20 ml), then concentrated under reduced pressure. The residue was diluted with CH2Cl2, (30 ml), and treated with oxalyl chloride (24.0 mmol, 2.10 ml), ... Reactants: NC1=CC2=C(N=C(S2)NC(C2=CC=CC=C2)=O)C=C1 (N-(6-amino-benzothiazol-2-yl)benzamide), NC1=CC2=C(N=C(S2)NC(C2=CC=CC=C2)=O)C=C1 (N-(6-amino-benzothiazol-2-yl)benzamide), ClC1=NC=NC2=CC(=C(C=C12)OCCCN1CCN(CC1)C)OC (4-chloro-7-methoxy-6-[3-(4methylpiperazin-1-yl)propoxy]quinazoline), Cl (HCl), C(O)([O-])=O.[Na+] (sodium hydrogencarbonate). Run in C(CCC)O (n-butanol). Reaction conditions: time 8 hour. The product is COC1=C(C=C2C(=NC=NC2=C1)NC1=CC2=C(N=C(S2)NC(C2=CC=CC=C2)=O)C=C1)OCCCN1CCN(CC1)C (N-(6-{7-Methoxy-6-[3-(4-methylpiperazin-1-yl)propoxy]quinazolin-4yl-amino}benzothiazol-2-yl)benzamide). Reaction SMILES: [NH2:1][C:2]1[CH:19]=[CH:18][C:5]2[N:6]=[C:7]([NH:9][C:10](=[O:17])[C:11]3[CH:16]=[CH:15][CH:14]=[CH:13][CH:12]=3)[S:8][C:4]=2[CH:3]=1.Cl[C:21]1[C:30]2[C:25](=[CH:26][C:27]([O:42][CH3:43])=[C:28]([O:31][CH2:32][CH2:33][CH2:34][N:35]3[CH2:40][CH2:39][N:38]([CH3:41])[CH2:37][CH2:36]3)[CH:29]=2)[N:24]=[CH:23][N:22]=1.Cl.C(=O)([O-])O.[Na+]>C(O)CCC>[CH3:43][O:42][C:27]1[CH:26]=[C:25]2[C:30]([C:21]([NH:1][C:2]3[CH:19]=[CH:18][C:5]4[N:6]=[C:7]([NH:9][C:10](=[O:17])[C:11]5[CH:16]=[CH:15][CH:14]=[CH:13][CH:12]=5)[S:8][C:4]=4[CH:3]=3)=[N:22][CH:23]=[N:24]2)=[CH:29][C:28]=1[O:31][CH2:32][CH2:33][CH2:34][N:35]1[CH2:36][CH2:37][N:38]([CH3:41])[CH2:39][CH2:40]1 |f:3.4|. Procedure: N-(6-{7-Methoxy-6-[3-(4-methylpiperazin-1-yl)propoxy]quinazolin-4yl-amino}benzothiazol-2-yl)benzamide was prepared by heating a mixture of N-(6-amino-benzothiazol-2-yl)benzamide (Intermediate 2, 40 mg. 0.148 μmol), 4-chloro-7-methoxy-6-[3-(4methylpiperazin-1-yl)propoxy]quinazoline (IM 8, 52 mg, 0.148 mmol), and HCl (112 μL, 4 M solution in dioxane, 0.444 mmol) in n-butanol (6 mL) to 110° C. for 5 h. Saturated sodium hydrogencarbonate solution was added and the product was extracted with ethyl ac... Reactants: C(#N)C1=NC=CN=C1 (2-cyanopyrazine), NC=1SC(=CC1C(=O)OCC)Cl (2-amino-5-chloro-3-ethoxycarbonyl-thiophene), O=P(Cl)(Cl)Cl (POCl3). The product is ClC=1C2=C(N=C(N1)C1=NC=CN=C1)SC(=C2)Cl (4-chloro-2-(pyrazin-2-yl)-6-chloro-thieno-[2,3-d]-pyrimidine). As a reaction SMILES: [C:1]([C:3]1[CH:8]=[N:7][CH:6]=[CH:5][N:4]=1)#[N:2].[NH2:9][C:10]1[S:11][C:12]([Cl:20])=[CH:13][C:14]=1[C:15](OCC)=O.O=P(Cl)(Cl)[Cl:23]>>[Cl:23][C:15]1[C:14]2[CH:13]=[C:12]([Cl:20])[S:11][C:10]=2[N:9]=[C:1]([C:3]2[CH:8]=[N:7][CH:6]=[CH:5][N:4]=2)[N:2]=1. Procedure: With the procedure of Example 477, the reaction of 2-cyanopyrazine and 2-amino-5-chloro-3-ethoxycarbonyl-thiophene, and the subsequent reaction with POCl3 yields 4-chloro-2-(pyrazin-2-yl)-6-chloro-thieno-[2,3-d]-pyrimidine